Task: describe an organic reaction: reactants, conditions, products, and yield. Dataset: the Open Reaction Database (ORD), a public repository of structured organic reaction records Reactants: C(C)(C)(C)OC(=O)N1CCC(CC1)(C1=CC=CC=C1)OC (4-methoxy-4-phenylpiperidine-1-carboxylic acid tert-butyl ester), Cl.C(C)(=O)OCC (HCl ethyl acetate), [OH-].[Na+] (NaOH), C(C)(C)OC(C)C (diisopropyl ether). Solvent: C(C)(=O)OCC (ethyl acetate). Conditions: time 1.5 hour. Yields the product COC1(CCNCC1)C1=CC=CC=C1 (4-methoxy-4-phenylpiperidine). Isolated yield 81.3%. Reaction SMILES: C(OC([N:8]1[CH2:13][CH2:12][C:11]([O:20][CH3:21])([C:14]2[CH:19]=[CH:18][CH:17]=[CH:16][CH:15]=2)[CH2:10][CH2:9]1)=O)(C)(C)C.Cl.C(OCC)(=O)C.C(OC(C)C)(C)C.[OH-].[Na+]>C(OCC)(=O)C>[CH3:21][O:20][C:11]1([C:14]2[CH:19]=[CH:18][CH:17]=[CH:16][CH:15]=2)[CH2:10][CH2:9][NH:8][CH2:13][CH2:12]1 |f:1.2,4.5|. Procedure details: To a solution of 4-methoxy-4-phenylpiperidine-1-carboxylic acid tert-butyl ester (6.5 g) in ethyl acetate (65 ml) was added dropwise 4N-HCl/ethyl acetate (56 ml) at ambient temperature. The reaction mixture was stirred for 1.5 hours at ambient temperature. To the reaction mixture was added diisopropyl ether. The precipitate was collected by filtration to give powder. The powder was adjusted to pH 11 with 1N-NaOH, and extracted with ethyl acetate. The organic layer was separated, washed with brin...